Dataset: the Open Reaction Database (ORD), a public repository of structured organic reaction records. Task: describe an organic reaction: reactants, conditions, products, and yield The reactants are [N+](=O)([O-])C=1N(C=CN1)CC(=O)OC (methyl 2-nitroimidazole-1-acetate), C(O)CN (ethanolamine), C (charcoal). Solvent: C(C)O (ethanol), CO (methanol). Conditions: time 20 hour. Yields the product OCCNC(CN1C(=NC=C1)[N+](=O)[O-])=O (N-(2-hydroxyethyl)-2-(2-nitro-1-imidazolyl)acetamide). Yield: 62.6%. Reaction SMILES: [N+:1]([C:4]1[N:5]([CH2:9][C:10]([O:12]C)=O)[CH:6]=[CH:7][N:8]=1)([O-:3])=[O:2].[CH2:14]([CH2:16][NH2:17])[OH:15].C>CO.C(O)C>[OH:15][CH2:14][CH2:16][NH:17][C:10](=[O:12])[CH2:9][N:5]1[CH:6]=[CH:7][N:8]=[C:4]1[N+:1]([O-:3])=[O:2]. Procedure details: A mixture of 2.50 g (13.5 mmol) of methyl 2-nitroimidazole-1-acetate and 3.0 ml (50.0 mmol) of ethanolamine in 15.0 ml methanol was stirred 20 hr at room temperature. The mixture was diluted with 45 ml ethanol and heated on a stream bath to effect solution. The hot solution was decolorized with charcoal, filtered and evaporated to dryness. The residue was recrystallized from a solution of 150 ml ethyl acetate and 10 ml of methanol to afford 1.81 g (62.4%) of SR-2508 as a white powder, mp 164.5-1... The reactants are BrCC=C(C(C)(C)C1=CC=C(C=C1)Cl)F (1-bromo-4-(p-chlorophenyl)-3-fluoro-4-methyl-2-pentene), FC1=C(C=C(C=C1)B(O)O)OC1=CC=CC=C1 (4-fluoro-3-phenoxybenzeneboronic acid), C([O-])([O-])=O.[K+].[K+] (potassium carbonate), C(Cl)Cl.CCCCCC (methylene chloride hexane). Reagents/catalysts: C=1C=CC(=CC1)/C=C/C(=O)/C=C/C2=CC=CC=C2.C=1C=CC(=CC1)/C=C/C(=O)/C=C/C2=CC=CC=C2.[Pd] (bis(dibenzylideneacetone)palladium(0)). Run in C(C)O (ethanol), C(C)(=O)OCC (ethyl acetate), C1(=CC=CC=C1)C (toluene). Yields the product ClC1=CC=C(C=C1)C(C(=CCC1=CC(=C(C=C1)F)OC1=CC=CC=C1)F)(C)C (4-(p-Chlorophenyl)-3-fluoro-1-(4-fluoro-3-phenoxyphenyl)-4-methyl-2-pentene). Yield: 85.6%. As a reaction SMILES: Br[CH2:2][CH:3]=[C:4]([F:15])[C:5]([C:8]1[CH:13]=[CH:12][C:11]([Cl:14])=[CH:10][CH:9]=1)([CH3:7])[CH3:6].C(=O)([O-])[O-].[K+].[K+].[F:22][C:23]1[CH:28]=[CH:27][C:26](B(O)O)=[CH:25][C:24]=1[O:32][C:33]1[CH:38]=[CH:37][CH:36]=[CH:35][CH:34]=1.C(Cl)Cl.CCCCCC>C1(C)C=CC=CC=1.C(O)C.C(OCC)(=O)C.C1C=CC(/C=C/C(/C=C/C2C=CC=CC=2)=O)=CC=1.C1C=CC(/C=C/C(/C=C/C2C=CC=CC=2)=O)=CC=1.[Pd]>[Cl:14][C:11]1[CH:12]=[CH:13][C:8]([C:5]([CH3:7])([CH3:6])[C:4]([F:15])=[CH:3][CH2:2][C:26]2[CH:27]=[CH:28][C:23]([F:22])=[C:24]([O:32][C:33]3[CH:38]=[CH:37][CH:36]=[CH:35][CH:34]=3)[CH:25]=2)=[CH:9][CH:10]=1 |f:1.2.3,5.6,10.11.12|. Procedure: A mixture of 1-bromo-4-(p-chlorophenyl)-3-fluoro-4-methyl-2-pentene, (Z)- (1.02 g, 3.5 mmol), and bis(dibenzylideneacetone)palladium(0) (Pd(dba)2, 0.1 g, 0.17 mmol) in toluene (20 mL) under nitrogen is stirred for one minute, treated with potassium carbonate (1.94 g, 0.014 mol), degassed, treated with a solution of 4-fluoro-3-phenoxybenzeneboronic acid (1.05 g, 4.55 mmol) in ethanol (5 mL), refluxed for 50 minutes, cooled to room temperature, diluted with ethyl acetate and filtered through diato... The reactants are O=C(O)c1cccc(OCCc2ccccc2)c1, CCN(C(C)C)C(C)C, [Cl-], ClCCl, CN(C)C=O, CNC1C2CC3CC1CC(O)(C3)C2, O=S(Cl)Cl. Yields the product CN(C(=O)c1cccc(OCCc2ccccc2)c1)C1C2CC3CC1CC(O)(C3)C2. As a reaction SMILES: [CH2:1]([CH2:2][c:3]1[cH:4][cH:5][cH:6][cH:7][cH:8]1)[O:9][c:10]1[cH:11][c:12]([C:13](=[O:14])[OH:15])[cH:16][cH:17][cH:18]1.[CH:33]([N:34]([CH2:35][CH3:36])[CH:37]([CH3:38])[CH3:39])([CH3:40])[CH3:41].[Cl-:19].[Cl:46][CH2:47][Cl:48].[O:49]=[CH:50][N:51]([CH3:52])[CH3:53].[OH:20][C:21]12[CH2:22][CH:23]3[CH:24]([NH:31][CH3:32])[CH:25]([CH2:26][CH:27]([CH2:28]1)[CH2:29]3)[CH2:30]2.[S:42]([Cl:43])([Cl:44])=[O:45]>>[CH2:1]([CH2:2][c:3]1[cH:4][cH:5][cH:6][cH:7][cH:8]1)[O:9][c:10]1[cH:11][c:12]([C:13](=[O:15])[N:31]([CH:24]2[CH:23]3[CH2:22][C:21]4([OH:20])[CH2:28][CH:27]([CH2:26][CH:25]2[CH2:30]4)[CH2:29]3)[CH3:32])[cH:16][cH:17][cH:18]1. Starting materials: C(C)(C)(C)OC(=O)N[C@@H](CC1=CC=C(C=C1)C(CCC(=O)OC(C)(C)C)=C)C(N1CCCCC1)=O (tert-Butyl (S)-4-(4-(2-((tert-butoxycarbonyl)amino)-3-oxo-3-(piperidin-1-yl)propyl)phenyl)pent-4-enoate), C(C)(=O)O (acetic acid), C1=CC=CC=2C3=CC=CC=C3C(C12)COC(=O)ON1C(CCC1=O)=O (N-(9-fluorenylmethoxycarbonyloxy)-succinimide). The solvent is O (water), O1CCOCC1 (1,4-dioxane). Conditions: time 1 hour. Product: C1=CC=CC=2C3=CC=CC=C3C(C12)COC(=O)N[C@@H](CC1=CC=C(C=C1)C(CCC(=O)O)=C)C(N1CCCCC1)=O ((S)-4-(4-(2-((((9H-fluoren-9-yl)methoxy) carbonyl)amino)-3-oxo-3-(piperidin-1-yl)propyl)phenyl)pent-4-enoic acid). Reaction SMILES: C([O:5][C:6]([NH:8][C@H:9]([C:28](=[O:35])[N:29]1[CH2:34][CH2:33][CH2:32][CH2:31][CH2:30]1)[CH2:10][C:11]1[CH:16]=[CH:15][C:14]([C:17](=[CH2:27])[CH2:18][CH2:19][C:20]([O:22]C(C)(C)C)=[O:21])=[CH:13][CH:12]=1)=[O:7])(C)(C)C.C(O)(=O)C.[CH:40]1[C:52]2[CH:51]([CH2:53]OC(ON3C(=O)CCC3=O)=O)[C:50]3[C:45](=[CH:46][CH:47]=[CH:48][CH:49]=3)[C:44]=2[CH:43]=[CH:42][CH:41]=1>O.O1CCOCC1>[CH:40]1[C:52]2[CH:51]([CH2:53][O:5][C:6]([NH:8][C@H:9]([C:28](=[O:35])[N:29]3[CH2:34][CH2:33][CH2:32][CH2:31][CH2:30]3)[CH2:10][C:11]3[CH:16]=[CH:15][C:14]([C:17](=[CH2:27])[CH2:18][CH2:19][C:20]([OH:22])=[O:21])=[CH:13][CH:12]=3)=[O:7])[C:50]3[C:45](=[CH:46][CH:47]=[CH:48][CH:49]=3)[C:44]=2[CH:43]=[CH:42][CH:41]=1. Procedure details: tert-Butyl (S)-4-(4-(2-((tert-butoxycarbonyl)amino)-3-oxo-3-(piperidin-1-yl)propyl)phenyl)pent-4-enoate (Compound SP415) (0.50 g, 1.03 mmol) was suspended in acetic acid (7.0 ml, 122.28 mmol) and water (7.0 ml), and the suspension was stirred with heating at reflux for 8 hours. The same reaction was additionally carried out four times. The reaction solutions were combined and concentrated under reduced pressure, and the resulting residue was suspended in a 10% aqueous sodium carbonate solution (... The reactants are ClCCl, COc1ccc2c(c1)CCC1C2CN(C)C1Cc1ccccc1, Cl, O, O=C(Cl)Cc1ccccc1, c1ccncc1. The product is COc1ccc2c(c1)CCC1C2CN(C(=O)Cc2ccccc2)C1Cc1ccccc1. RXN SMILES: [CH2:42]([Cl:43])[Cl:44].[CH3:1][O:2][c:3]1[cH:4][c:5]2[c:6]([cH:22][cH:23]1)[CH:7]1[CH2:8][N:9]([CH3:21])[CH:10]([CH2:14][c:15]3[cH:16][cH:17][cH:18][cH:19][cH:20]3)[CH:11]1[CH2:12][CH2:13]2.[ClH:40].[OH2:41].[c:30]1([CH2:36][C:37]([Cl:38])=[O:39])[cH:31][cH:32][cH:33][cH:34][cH:35]1.[cH:24]1[cH:25][cH:26][n:27][cH:28][cH:29]1>>[CH3:1][O:2][c:3]1[cH:4][c:5]2[c:6]([cH:22][cH:23]1)[CH:7]1[CH2:8][N:9]([C:21]([CH2:36][c:30]3[cH:31][cH:32][cH:33][cH:34][cH:35]3)=[O:41])[CH:10]([CH2:14][c:15]3[cH:16][cH:17][cH:18][cH:19][cH:20]3)[CH:11]1[CH2:12][CH2:13]2. Starting materials: [N+](=O)([O-])[O-].[Ag+] (silver nitrate), BrC=1C=CC(=NC1)O (5-Bromo-2-hydroxypyridine), N (ammonia). The solvent is O (water), CO (methanol). The product is [Ag].BrC=1C=CC(=NC1)O (5-bromo-2-hydroxypyridine silver salt). Yield: 92.2%. As a reaction SMILES: [Br:1][C:2]1[CH:3]=[CH:4][C:5]([OH:8])=[N:6][CH:7]=1.[N+]([O-])([O-])=O.[Ag+:13].N>CO.O>[Ag:13].[Br:1][C:2]1[CH:3]=[CH:4][C:5]([OH:8])=[N:6][CH:7]=1 |f:1.2,6.7|. Procedure: 5-Bromo-2-hydroxypyridine (1.795 g) was dissolved in methanol (60 mL), a solution of silver nitrate (1.752 g) in water (40 mL) was added and the mixture was stirred. Aqueous ammonia was added, and the precipitate was collected by filtration to give 5-bromo-2-hydroxypyridine silver salt (2.68 g). The salt (2.37 g) and 2-{[4-(chloroacetyl)-1,3-thiazol-2-yl]thio}-2-methylpropionic acid tert-butyl ester (2.364 g) obtained in Example 1 were dissolved in ethanol (50 mL), and the mixture was stirred fo...